This data is from the Open Reaction Database (ORD), a public repository of structured organic reaction records. The task is: describe an organic reaction: reactants, conditions, products, and yield Reactants: NNCc1ccccc1, CC(=O)[O-], CO, Cl, Cl, [Na+], O, O=C1c2ccccc2-c2c1cccc2-c1nc2ccncc2[nH]1. Product: c1ccc(CNN=C2c3ccccc3-c3c2cccc3-c2nc3cnccc3[nH]2)cc1. Reaction SMILES: [CH2:3]([c:4]1[cH:5][cH:6][cH:7][cH:8][cH:9]1)[NH:10][NH2:11].[CH3:13][C:14](=[O:15])[O-:16].[CH3:41][OH:42].[ClH:1].[ClH:2].[Na+:12].[OH2:17].[n:18]1[c:19](-[c:27]2[cH:28][cH:29][cH:30][c:31]3[c:39]2-[c:38]2[c:33]([cH:34][cH:35][cH:36][cH:37]2)[C:32]3=[O:40])[nH:20][c:21]2[cH:22][n:23][cH:24][cH:25][c:26]12>>[CH2:3]([c:4]1[cH:5][cH:6][cH:7][cH:8][cH:9]1)[NH:10][N:11]=[C:32]1[c:31]2[cH:30][cH:29][cH:28][c:27](-[c:19]3[nH:18][c:26]4[c:21]([n:20]3)[cH:22][n:23][cH:24][cH:25]4)[c:39]2-[c:38]2[c:33]1[cH:34][cH:35][cH:36][cH:37]2.